From a dataset of the Open Reaction Database (ORD), a public repository of structured organic reaction records. describe an organic reaction: reactants, conditions, products, and yield Reactants: [Si](C)(C)(C(C)(C)C)OCC1=NC=C2SC(=CN21)C=2[C@@H]([C@H]1N(C2C(=O)OCC2=CC=C(C=C2)[N+](=O)[O-])C([C@@H]1[C@@H](C)O)=O)C (4-nitrobenzyl (1S,5R,6S)-2-(5-t-butyldimethylsilyloxymethylimidazo[5,1-b]thiazol-2-yl)-6-((1R)-1-hydroxyethyl)-1-methyl-1-carbapen-2-em-3-carboxylate), C(C)(=O)O (acetic acid), solution, [F-].C(CCC)[N+](CCCC)(CCCC)CCCC (tetra-n-butylammonium fluoride). The solvent is C1CCOC1 (THF), C1CCOC1 (THF). Conditions: time 30 minute. Yields the product O[C@H](C)[C@@H]1[C@@H]2N(C(=C([C@@H]2C)C2=CN3C(S2)=CN=C3CO)C(=O)OCC3=CC=C(C=C3)[N+](=O)[O-])C1=O (4-nitrobenzyl (1S,5R,6S)-6-((1R)-1-hydroxyethyl)-2-(5-hydroxymethylimidazo[5,1-b]thiazol-2-yl)-1-methyl-1-carbapen-2-em-3-carboxylate). Isolated yield 95.2%. Reaction SMILES: [Si]([O:8][CH2:9][C:10]1[N:17]2[C:13]([S:14][C:15]([C:18]3[C@H:19]([CH3:42])[C@@H:20]4[C@@H:37]([C@H:38]([OH:40])[CH3:39])[C:36](=[O:41])[N:21]4[C:22]=3[C:23]([O:25][CH2:26][C:27]3[CH:32]=[CH:31][C:30]([N+:33]([O-:35])=[O:34])=[CH:29][CH:28]=3)=[O:24])=[CH:16]2)=[CH:12][N:11]=1)(C(C)(C)C)(C)C.C(O)(=O)C.[F-].C([N+](CCCC)(CCCC)CCCC)CCC>C1COCC1>[OH:40][C@@H:38]([C@H:37]1[C:36](=[O:41])[N:21]2[C:22]([C:23]([O:25][CH2:26][C:27]3[CH:28]=[CH:29][C:30]([N+:33]([O-:35])=[O:34])=[CH:31][CH:32]=3)=[O:24])=[C:18]([C:15]3[S:14][C:13]4=[CH:12][N:11]=[C:10]([CH2:9][OH:8])[N:17]4[CH:16]=3)[C@H:19]([CH3:42])[C@H:20]12)[CH3:39] |f:2.3|. Procedure details: To a solution of 799 mg of 4-nitrobenzyl (1S,5R,6S)-2-(5-t-butyldimethylsilyloxymethylimidazo[5,1-b]thiazol-2-yl)-6-((1R)-1-hydroxyethyl)-1-methyl-1-carbapen-2-em-3-carboxylate in 20 ml of THF were added 1.1 ml of acetic acid and 6.5 ml of 1 M solution of tetra-n-butylammonium fluoride in THF under the atmosphere of argon, and the mixture was stirred at room temperature for 30 minutes. The reaction mixture was concentrated under reduced pressure, and diluted with 100 ml of ethyl acetate, 100 ml ... Reactants: C1(CC1)C1=CC(=NN1)C(F)(F)F (5-cyclopropyl-3-(trifluoromethyl)-1H-pyrazole), FC=1C=C(C=C(C1F)F)[N+](=O)[O-] (3,4,5-trifluoronitrobenzene), [H-].[Na+] (sodium hydride). Solvent: C1CCOC1 (THF). Product: C1(CC1)C1=CC(=NN1C1=C(C=C(C=C1F)[N+](=O)[O-])F)C(F)(F)F (5-cyclopropyl-1-(2,6-difluoro-4-nitrophenyl)-3-(trifluoromethyl)-1H-pyrazole). As a reaction SMILES: [CH:1]1([C:4]2[NH:8][N:7]=[C:6]([C:9]([F:12])([F:11])[F:10])[CH:5]=2)[CH2:3][CH2:2]1.[F:13][C:14]1[CH:15]=[C:16]([N+:22]([O-:24])=[O:23])[CH:17]=[C:18]([F:21])[C:19]=1F.[H-].[Na+]>C1COCC1>[CH:1]1([C:4]2[N:8]([C:19]3[C:18]([F:21])=[CH:17][C:16]([N+:22]([O-:24])=[O:23])=[CH:15][C:14]=3[F:13])[N:7]=[C:6]([C:9]([F:11])([F:12])[F:10])[CH:5]=2)[CH2:2][CH2:3]1 |f:2.3|. Procedure: Intermediate 5 (1 g, 5.7 mmol) and 3,4,5-trifluoronitrobenzene (1 g 5.7 mmol) were dissolved in THF and added sodium hydride (274 mg, 11.3 mmol). Mixture was refluxed for 2 h and reaction mixture cooled to rt and quenched with water. Work-up (H2O/AcOEt) gave the desired product as a yellow gummy liquid. 1H-NMR (δ ppm, CDCl3, 400 MHz): 8.05-8.01 (m, 2H), 6.31 (s, 1H), 1.60-1.50 (m, 1H), 1.00-0.91 (m, 2H), 0.80-0.71 (m, 2H). Reactants: Br, ClC(Cl)Cl, Fc1ccc(C=Cc2ccc(C(F)(F)F)cc2)cc1, [Hg]. Product: Fc1ccc(C#Cc2ccc(C(F)(F)F)cc2)cc1. As a reaction SMILES: [Br:20].[CH:21]([Cl:22])([Cl:23])[Cl:24].[F:1][c:2]1[cH:3][cH:4][c:5]([CH:8]=[CH:9][c:10]2[cH:11][cH:12][c:13]([C:16]([F:17])([F:18])[F:19])[cH:14][cH:15]2)[cH:6][cH:7]1.[Hg:25]>>[F:1][c:2]1[cH:3][cH:4][c:5]([C:8]#[C:9][c:10]2[cH:11][cH:12][c:13]([C:16]([F:17])([F:18])[F:19])[cH:14][cH:15]2)[cH:6][cH:7]1. Reactants: FC1=CC=C2C(=C(C(C3(CCOCC3)C2=C1)=O)C(=O)NCC(=O)OC(C)(C)C)O (1,1-Dimethylethyl N-((7-fluoro-4-hydroxy-2-oxo-2′,3′,5′,6′-tetrahydro-spiro[naphthalene-1,4′-pyran]-3-yl)carbonyl)glycinate), C(=O)(C(F)(F)F)O (TFA). The solvent is O (Water). Product: FC1=CC=C2C(=C(C(C3(CCOCC3)C2=C1)=O)C(=O)NCC(=O)O)O (N-((7-Fluoro-4-hydroxy-2-oxo-2′,3′,5′,6′-tetrahydro-spiro[naphthalene-1,4′-pyran]-3-yl)carbonyl)glycine). The yield is 39.2%. Reaction SMILES: [F:1][C:2]1[CH:16]=[C:15]2[C:5]([C:6]([OH:29])=[C:7]([C:18]([NH:20][CH2:21][C:22]([O:24]C(C)(C)C)=[O:23])=[O:19])[C:8](=[O:17])[C:9]32[CH2:14][CH2:13][O:12][CH2:11][CH2:10]3)=[CH:4][CH:3]=1.C(O)(C(F)(F)F)=O>O>[F:1][C:2]1[CH:16]=[C:15]2[C:5]([C:6]([OH:29])=[C:7]([C:18]([NH:20][CH2:21][C:22]([OH:24])=[O:23])=[O:19])[C:8](=[O:17])[C:9]32[CH2:14][CH2:13][O:12][CH2:11][CH2:10]3)=[CH:4][CH:3]=1. Reported procedure: 1,1-Dimethylethyl N-((7-fluoro-4-hydroxy-2-oxo-2′,3′,5′,6′-tetrahydro-spiro[naphthalene-1,4′-pyran]-3-yl)carbonyl)glycinate (703 mg, 1.73 mmol) was stirred in TFA (2 mL, 26.9 mmol) at room temperature for 25 minutes. Water was added. The resulting precipitate was filtered and washed with water to give the desired product as an off-white solid (237 mg). MS (m/e)=350.1 (M+H)+. Calculated for C18H16F3NO6 349.10. Reactants: CN1CCNCC1, O=C(O)c1c(=O)c2cc(F)c(Cl)cc2n2c(-c3ccccc3)csc12, c1ccncc1. Product: CN1CCN(c2cc3c(cc2F)c(=O)c(C(=O)O)c2scc(-c4ccccc4)n23)CC1. Reaction SMILES: [CH3:26][N:27]1[CH2:28][CH2:29][NH:30][CH2:31][CH2:32]1.[Cl:1][c:2]1[c:3]([F:25])[cH:4][c:5]2[c:6](=[O:24])[c:7]([C:21](=[O:22])[OH:23])[c:8]3[n:9]([c:10]2[cH:11]1)[c:12](-[c:15]1[cH:16][cH:17][cH:18][cH:19][cH:20]1)[cH:13][s:14]3.[cH:33]1[cH:34][cH:35][n:36][cH:37][cH:38]1>>[c:2]1([N:30]2[CH2:29][CH2:28][N:27]([CH3:26])[CH2:32][CH2:31]2)[c:3]([F:25])[cH:4][c:5]2[c:6](=[O:24])[c:7]([C:21](=[O:22])[OH:23])[c:8]3[n:9]([c:10]2[cH:11]1)[c:12](-[c:15]1[cH:16][cH:17][cH:18][cH:19][cH:20]1)[cH:13][s:14]3. The reactants are C(C)(=O)O[C@H]1[C@@H](O[C@@H]([C@H]([C@@H]1OC(C)=O)OC(C)=O)COC(C)=O)N1C(SC(C1=O)=CC1=CC=CC=C1)=S (N-(2,3,4,6-Tetra-O-acetyl-β-D-glucopyranosyl)-5-benzylidenerhodanine), COC1=CC=C(CN)C=C1 (p-methoxybenzylamine). Solvent: CO (methanol). Reaction conditions: time 19 hour. Product: [C@@H]1([C@H](O)[C@@H](O)[C@H](O)[C@H](O1)CO)NC(=S)NCC1=CC=C(C=C1)OC (N-β-D-Glucopyranosyl-N'-p-methoxybenzylthiourea). RXN SMILES: C([O:4][C@@H:5]1[C@@H:10]([O:11]C(=O)C)[C@H:9]([O:15]C(=O)C)[C@@H:8]([CH2:19][O:20]C(=O)C)[O:7][C@H:6]1[N:24]1C(=O)C(=CC2C=CC=CC=2)S[C:25]1=[S:37])(=O)C.[CH3:38][O:39][C:40]1[CH:47]=[CH:46][C:43]([CH2:44][NH2:45])=[CH:42][CH:41]=1>CO>[C@@H:6]1([NH:24][C:25]([NH:45][CH2:44][C:43]2[CH:46]=[CH:47][C:40]([O:39][CH3:38])=[CH:41][CH:42]=2)=[S:37])[O:7][C@H:8]([CH2:19][OH:20])[C@@H:9]([OH:15])[C@H:10]([OH:11])[C@H:5]1[OH:4]. Reported procedure: N-(2,3,4,6-Tetra-O-acetyl-β-D-glucopyranosyl)-5-benzylidenerhodanine(1.102 g., 0.002 mole) was added to a solution of p-methoxybenzylamine(3.5 g., 0.024 mole) in 50 ml. of methanol in a pressure bottle. The reaction mixture was stirred for 19 hours at room temperature in the pressure bottle with the stopper well closed. The mixture was filtered and the filtrate was evaporated to a sticky syrup in vacuo. The residual syrup was dissolved in the minimum amount of acetone, and anhydrous ether was ad...